Dataset: the Open Reaction Database (ORD), a public repository of structured organic reaction records. Task: describe an organic reaction: reactants, conditions, products, and yield The reactants are CON, CCO, Cc1c(Br)ccc2c1C(=O)CCS2, Cl, c1ccncc1. Yields the product CON=C1CCSc2ccc(Br)c(C)c21. RXN SMILES: [CH3:15][O:16][NH2:17].[CH3:18][CH2:19][OH:20].[CH3:1][c:2]1[c:3]2[c:8]([cH:9][cH:10][c:11]1[Br:12])[S:7][CH2:6][CH2:5][C:4]2=[O:13].[ClH:14].[cH:21]1[cH:22][cH:23][n:24][cH:25][cH:26]1>>[CH3:1][c:2]1[c:3]2[c:8]([cH:9][cH:10][c:11]1[Br:12])[S:7][CH2:6][CH2:5][C:4]2=[N:17][O:16][CH3:15]. Starting materials: C=1C=CC(=CC1)N=NC=2C=CC(=NC2N)N.Cl.[Cr](=O)(=O)([O-])Cl (pyridium chlorochromate), ClC1=NC(=CC=C1CO)Cl ((2,6-dichloropyridin-3-yl)-methanol), C(C)OCC (diethyl ether). The solvent is ClCCl (dichloromethane). Run at time 2 hour. The product is ClC1=NC(=CC=C1C=O)Cl (2,6-dichloropyridine-3-carbaldehyde). Isolated yield 66.4%. As a reaction SMILES: [Cl:1][C:2]1[C:7]([CH2:8][OH:9])=[CH:6][CH:5]=[C:4]([Cl:10])[N:3]=1.C1C=CC(N=NC2C=CC(N)=NC=2N)=CC=1.Cl.[Cr](Cl)([O-])(=O)=O.C(OCC)C>ClCCl>[Cl:1][C:2]1[C:7]([CH:8]=[O:9])=[CH:6][CH:5]=[C:4]([Cl:10])[N:3]=1 |f:1.2.3|. Reported procedure: Dissolve (2,6-dichloropyridin-3-yl)-methanol (876 mg, 4.92 mmol) in dichloromethane (20 mL). Add pyridium chlorochromate (2.12 g, 9.84 mmol). Stir for 2 hours. Add diethyl ether and stir for 20 minutes. Filter the mixture through a pad of Celite® and silica gel and concentrate to give 2,6-dichloropyridine-3-carbaldehyde (575 mg, 66%): 1H NMR (400 MHz, CDCl3) δ 10.39 (s, 1H), 8.18 (d, 1H, J=8.0 Hz), 7.43 (d, 1H, J=8.0 Hz). Starting materials: COC(=O)c1cc(Br)c(Cl)s1, CCn1ncc(C)c1B1OC(C)(C)C(C)(C)O1, C1CCOC1, [Na+], [Na+], O=C([O-])[O-]. Yields the product CCn1ncc(C)c1-c1cc(C(=O)OC)sc1Cl. As a reaction SMILES: [Br:1][c:2]1[cH:3][c:4]([C:8](=[O:9])[O:10][CH3:11])[s:5][c:6]1[Cl:7].[CH2:12]([CH3:13])[n:14]1[n:15][cH:16][c:17]([CH3:28])[c:18]1[B:19]1[O:20][C:21]([CH3:22])([CH3:23])[C:24]([CH3:25])([CH3:26])[O:27]1.[CH2:35]1[O:36][CH2:37][CH2:38][CH2:39]1.[Na+:29].[Na+:30].[O-:31][C:32](=[O:33])[O-:34]>>[c:2]1(-[c:18]2[n:14]([CH2:12][CH3:13])[n:15][cH:16][c:17]2[CH3:28])[cH:3][c:4]([C:8](=[O:9])[O:10][CH3:11])[s:5][c:6]1[Cl:7].